This data is from the Open Reaction Database (ORD), a public repository of structured organic reaction records. The task is: describe an organic reaction: reactants, conditions, products, and yield The reactants are ClCCCCCOc1nc2ccccc2s1, [Na+], [OH-], N#Cc1ccc(O)cc1. Yields the product N#Cc1ccc(OCCCCCOc2nc3ccccc3s2)cc1. As a reaction SMILES: [Cl:12][CH2:13][CH2:14][CH2:15][CH2:16][CH2:17][O:18][c:19]1[s:20][c:21]2[c:22]([n:23]1)[cH:24][cH:25][cH:26][cH:27]2.[Na+:11].[OH-:10].[OH:1][c:2]1[cH:3][cH:4][c:5]([C:8]#[N:9])[cH:6][cH:7]1>>[O:1]([c:2]1[cH:3][cH:4][c:5]([C:8]#[N:9])[cH:6][cH:7]1)[CH2:13][CH2:14][CH2:15][CH2:16][CH2:17][O:18][c:19]1[s:20][c:21]2[c:22]([n:23]1)[cH:24][cH:25][cH:26][cH:27]2.